Dataset: the Open Reaction Database (ORD), a public repository of structured organic reaction records. Task: describe an organic reaction: reactants, conditions, products, and yield Reactants: C(C)(=O)OC1=C(C(=O)O)C=C(C=C1)Cl (2-acetoxy-5-chlorobenzoic acid), P(Cl)(Cl)(Cl)(Cl)Cl (phosphorous pentachloride). The solvent is C1=CC=CC=C1 (benzene). Product: C(C)(=O)OC1=C(C(=O)Cl)C=C(C=C1)Cl (2-acetoxy-5-chlorobenzoyl chloride). Procedure: -- To a suspension of 21.4 g (0.1 mole) of 2-acetoxy-5-chlorobenzoic acid in 100 ml of refluxing benzene is added in portions over 1 hour 20.8 g (0.1 mole) of phosphorous pentachloride. The clear solution is refluxed for 1 hour, then concentrated to dryness. The residue is distilled, bp 112°C at 0.1 mm to give a clear oil which solidified on standing, mp 35°-8°C. As a reaction SMILES: [C:1]([O:4][C:5]1[CH:13]=[CH:12][C:11]([Cl:14])=[CH:10][C:6]=1[C:7](O)=[O:8])(=[O:3])[CH3:2].P(Cl)(Cl)(Cl)(Cl)[Cl:16]>C1C=CC=CC=1>[C:1]([O:4][C:5]1[CH:13]=[CH:12][C:11]([Cl:14])=[CH:10][C:6]=1[C:7]([Cl:16])=[O:8])(=[O:3])[CH3:2]. Starting materials: BrC1=CC=C(C=C1)C1(CC1)C(F)(F)F (1-Bromo-4-(1-(trifluoromethyl)cyclopropyl)benzene), C(N)(OC(C)(C)C)=O (tert-butyl carbamate), CC1(C2=C(C(=CC=C2)P(C3=CC=CC=C3)C4=CC=CC=C4)OC5=C(C=CC=C51)P(C6=CC=CC=C6)C7=CC=CC=C7)C (XantPhos), C([O-])([O-])=O.[Cs+].[Cs+] (cesium carbonate). Reagents/catalysts: C=1C=CC(=CC1)/C=C/C(=O)/C=C/C2=CC=CC=C2.C=1C=CC(=CC1)/C=C/C(=O)/C=C/C2=CC=CC=C2.C=1C=CC(=CC1)/C=C/C(=O)/C=C/C2=CC=CC=C2.[Pd].[Pd] (Pd2(dba)3). The solvent is O1CCOCC1 (dioxane). Run at temperature 115 celsius, time 7 hour. The product is FC(C1(CC1)C1=CC=C(C=C1)NC(OC(C)(C)C)=O)(F)F (tert-butyl 4-(1-(trifluoromethyl)cyclopropyl)phenylcarbamate). RXN SMILES: Br[C:2]1[CH:7]=[CH:6][C:5]([C:8]2([C:11]([F:14])([F:13])[F:12])[CH2:10][CH2:9]2)=[CH:4][CH:3]=1.[C:15](=[O:22])([O:17][C:18]([CH3:21])([CH3:20])[CH3:19])[NH2:16].CC1(C)C2C(=C(P(C3C=CC=CC=3)C3C=CC=CC=3)C=CC=2)OC2C(P(C3C=CC=CC=3)C3C=CC=CC=3)=CC=CC1=2.C(=O)([O-])[O-].[Cs+].[Cs+]>O1CCOCC1.C1C=CC(/C=C/C(/C=C/C2C=CC=CC=2)=O)=CC=1.C1C=CC(/C=C/C(/C=C/C2C=CC=CC=2)=O)=CC=1.C1C=CC(/C=C/C(/C=C/C2C=CC=CC=2)=O)=CC=1.[Pd].[Pd]>[F:12][C:11]([F:14])([F:13])[C:8]1([C:5]2[CH:6]=[CH:7][C:2]([NH:16][C:15](=[O:22])[O:17][C:18]([CH3:21])([CH3:20])[CH3:19])=[CH:3][CH:4]=2)[CH2:10][CH2:9]1 |f:3.4.5,7.8.9.10.11|. Procedure details: 1-Bromo-4-(1-(trifluoromethyl)cyclopropyl)benzene (1.00 g, 3.77 mmol) was mixed with tert-butyl carbamate (1.77 g, 15.1 mmol), Pd2(dba)3 (350 mg, 0.38 mmol), XantPhos (650 mg, 1.13 mmol), fine-powder cesium carbonate (7.40 g, 22.6 mmol) in 80 mL dioxane. The mixture was degassed using nitrogen stream for 5 min, and stirred in 115° C. bath under nitrogen atmosphere for 7 hours. It was cooled to RT, diluted with 200 mL EtOAc, well stirred, filtered using ChemGlass OP-6602-12 disposable funnel, con... Reactants: CC(CO)NC(=O)Cc1ccccc1, ClCCl. Reaction SMILES: [CH2:1]([c:2]1[cH:3][cH:4][cH:5][cH:6][cH:7]1)[C:8](=[O:9])[NH:10][CH:11]([CH2:12][OH:13])[CH3:14].[Cl:15][CH2:16][Cl:17]>>[CH2:1]([c:2]1[cH:3][cH:4][cH:5][cH:6][cH:7]1)[C:8](=[O:9])[NH:10][CH:11]([CH:12]=[O:13])[CH3:14]. Yields the product CC(C=O)NC(=O)Cc1ccccc1.